This data is from the Open Reaction Database (ORD), a public repository of structured organic reaction records. The task is: describe an organic reaction: reactants, conditions, products, and yield The reactants are Li2CO3, C(C)(C)(C)OC(NC1(CC1)C=1OC(=CC1)C(C)(C)N)=O ({1-[5-(1-amino-1-methyl-ethyl)-furan-2-yl]-cyclopropyl}-carbamic acid tert-butyl ester), ClC(=O)OCC1=CC=CC=C1 (benzyl chloroformate). The solvent is C1CCOC1 (THF), O (water), O (water). Reaction conditions: time 2.5 hour. Yields the product C(C)(C)(C)OC(NC1(CC1)C=1OC(=CC1)C(C)(C)NC(=O)OCC1=CC=CC=C1)=O ({1-[5-(1-Benzyloxycarbonylamino-1-methyl-ethyl)-furan-2-yl]-cyclopropyl}-carbamic acid tert-butyl ester). Yield: 48.6%. RXN SMILES: [C:1]([O:5][C:6](=[O:20])[NH:7][C:8]1([C:11]2[O:12][C:13]([C:16]([NH2:19])([CH3:18])[CH3:17])=[CH:14][CH:15]=2)[CH2:10][CH2:9]1)([CH3:4])([CH3:3])[CH3:2].Cl[C:22]([O:24][CH2:25][C:26]1[CH:31]=[CH:30][CH:29]=[CH:28][CH:27]=1)=[O:23]>C1COCC1.O>[C:1]([O:5][C:6](=[O:20])[NH:7][C:8]1([C:11]2[O:12][C:13]([C:16]([NH:19][C:22]([O:24][CH2:25][C:26]3[CH:31]=[CH:30][CH:29]=[CH:28][CH:27]=3)=[O:23])([CH3:18])[CH3:17])=[CH:14][CH:15]=2)[CH2:10][CH2:9]1)([CH3:4])([CH3:2])[CH3:3]. Reported procedure: To a solution of crude {1-[5-(1-amino-1-methyl-ethyl)-furan-2-yl]-cyclopropyl}-carbamic acid tert-butyl ester (451 mg, 1.61 mmol) in a mixture of THF (8.0 mL) and water (1.6 mL), was added Li2CO3 (297 mg, 4.02 mmol) followed by benzyl chloroformate (0.57 mL, 4.0 mmol). This was stirred for 2.5 h then diluted with water (50 mL) and extracted EtOAc (3×50 mL). The combined organic layers were dried with Na2SO4 and concentrated to give a red residue. The residue was purified by flash chromatography ... The reactants are ClC1=NC2=CC=CC=C2C=C1 (2-chloroquinoline), [N+](=O)([O-])[O-].[K+] (potassium nitrate). Run in S(O)(O)(=O)=O (sulfuric acid). Reaction conditions: time 20 hour. Yields the product ClC1=NC2=CC=CC(=C2C=C1)[N+](=O)[O-] (2-Chloro-5-nitroquinoline). RXN SMILES: [Cl:1][C:2]1[CH:11]=[CH:10][C:9]2[C:4](=[CH:5][CH:6]=[CH:7][CH:8]=2)[N:3]=1.[N+:12]([O-])([O-:14])=[O:13].[K+]>S(=O)(=O)(O)O>[Cl:1][C:2]1[CH:11]=[CH:10][C:9]2[C:4](=[CH:5][CH:6]=[CH:7][C:8]=2[N+:12]([O-:14])=[O:13])[N:3]=1 |f:1.2|. Procedure: 10.0 g (61.1 mmol) of 2-chloroquinoline is dissolved in 34 ml of concentrated sulfuric acid. At 0° C., 8.4 g (76.4 mmol) of potassium nitrate is added in portions. After 20 hours at room temperature, the reaction mixture is poured onto ice water, and the aqueous phase is extracted with ethyl acetate. The combined organic phases are washed with saturated sodium bicarbonate solution and dried on sodium sulfate. After the solvent is removed in a vacuum and after chromatography on silica gel with he...